This data is from the Open Reaction Database (ORD), a public repository of structured organic reaction records. The task is: describe an organic reaction: reactants, conditions, products, and yield Starting materials: BrC=1C=C(C(=O)OC)C=C(C1OC)NCCCC (Methyl 3-bromo-5-(butylamino)-4-methoxybenzoate), B(Br)(Br)Br (BBr3). Run in C(Cl)Cl (methylene chloride). Conditions: temperature 0 celsius, time 18 hour. Product: BrC=1C=C(C(=O)OC)C=C(C1O)NCCCC (Methyl 3-bromo-5-(butylamino)-4-hydroxybenzoate). Yield: 88.5%. Reaction SMILES: [Br:1][C:2]1[CH:3]=[C:4]([CH:9]=[C:10]([NH:14][CH2:15][CH2:16][CH2:17][CH3:18])[C:11]=1[O:12]C)[C:5]([O:7][CH3:8])=[O:6].B(Br)(Br)Br>C(Cl)Cl>[Br:1][C:2]1[CH:3]=[C:4]([CH:9]=[C:10]([NH:14][CH2:15][CH2:16][CH2:17][CH3:18])[C:11]=1[OH:12])[C:5]([O:7][CH3:8])=[O:6]. Procedure: To a −78° C. solution of the Methyl 3-bromo-5-(butylamino)-4-methoxybenzoate (520 mg) in methylene chloride (10 mL) was added BBr3 (8 ml of 1.0 M solution in methylene chloride) dropwise and the reaction mixture was stirred for 18 h. The mixture was concentrated under reduced pressure, and the residue was dissolved in methylene chloride and saturated sodium bicarbonate was added. The mixture was cooled to 0° C. and methanol was added dropwise. After stirring for 30 min, the mixture was stirred a... Starting materials: FC=1C=C(C=CC1N1C=NC(=C1)C)NC(=S)N ([3-fluoro-4-(4-methyl-imidazol-1-yl)-phenyl]-thiourea), BrC1C(C(CCC1)C1=C(C=C(C=C1)Cl)Cl)=O (2-bromo-6-(2,4-dichloro-phenyl)-cyclohexanone). Yield: 57.0%. Reaction SMILES: [F:1][C:2]1[CH:3]=[C:4]([NH:14][C:15]([NH2:17])=[S:16])[CH:5]=[CH:6][C:7]=1[N:8]1[CH:12]=[C:11]([CH3:13])[N:10]=[CH:9]1.Br[CH:19]1[CH2:24][CH2:23][CH2:22][CH:21]([C:25]2[CH:30]=[CH:29][C:28]([Cl:31])=[CH:27][C:26]=2[Cl:32])[C:20]1=O>>[Cl:32][C:26]1[CH:27]=[C:28]([Cl:31])[CH:29]=[CH:30][C:25]=1[CH:21]1[C:20]2[N:17]=[C:15]([NH:14][C:4]3[CH:5]=[CH:6][C:7]([N:8]4[CH:12]=[C:11]([CH3:13])[N:10]=[CH:9]4)=[C:2]([F:1])[CH:3]=3)[S:16][C:19]=2[CH2:24][CH2:23][CH2:22]1. Product: ClC1=C(C=CC(=C1)Cl)C1CCCC2=C1N=C(S2)NC2=CC(=C(C=C2)N2C=NC(=C2)C)F ([4-(2,4-Dichloro-phenyl)-4,5,6,7-tetrahydro-benzothiazol-2-yl]-[3-fluoro-4-(4-methyl-imidazol-1-yl)-phenyl]-amine), solid. Procedure details: The title compound was prepared from [3-fluoro-4-(4-methyl-imidazol-1-yl)-phenyl]-thiourea (109 mg, 0.44 mmol) and crude 2-bromo-6-(2,4-dichloro-phenyl)-cyclohexanone (350 mg, ca. 0.5 mmol) using in analogous manner the procedure described in example 1b). Obtained as a light-brown solid (118 mg, 57%). MS ISP (m/e): 473.1 [(M+H)+]. mp 136-139° C. Reactants: CC(C)(C)OC(=O)N1CCC(C(=N)NO)CC1, CC(=O)O, CO, [H][H]. As a reaction SMILES: [C:1]([CH3:2])([CH3:3])([CH3:4])[O:5][C:6](=[O:7])[N:8]1[CH2:9][CH2:10][CH:11]([C:14]([NH:15][OH:16])=[NH:17])[CH2:12][CH2:13]1.[CH3:18][C:19](=[O:20])[OH:21].[CH3:24][OH:25].[H:22][H:23]>>[C:1]([CH3:2])([CH3:3])([CH3:4])[O:5][C:6](=[O:7])[N:8]1[CH2:9][CH2:10][CH:11]([C:14](=[NH:15])[NH2:17])[CH2:12][CH2:13]1. Product: CC(C)(C)OC(=O)N1CCC(C(=N)N)CC1. Reactants: CC(=O)[O-], CC(=O)[O-], CCN1CCOCC1, CN(C)C=O, Clc1cc(Cl)cc(I)c1, Cl, [Cu+2], Nc1cccc(C(=O)Nc2ccccc2)c1, O. Yields the product O=C(Nc1ccccc1)c1cccc(Nc2cc(Cl)cc(Cl)c2)c1. As a reaction SMILES: [C:40]([O-:41])(=[O:42])[CH3:43].[C:45]([O-:46])(=[O:47])[CH3:48].[CH2:26]([N:27]1[CH2:28][CH2:29][O:30][CH2:31][CH2:32]1)[CH3:33].[CH3:35][N:36]([CH3:37])[CH:38]=[O:39].[Cl:17][c:18]1[cH:19][c:20]([I:25])[cH:21][c:22]([Cl:24])[cH:23]1.[ClH:34].[Cu+2:44].[NH2:1][c:2]1[cH:3][c:4]([C:5](=[O:6])[NH:7][c:8]2[cH:9][cH:10][cH:11][cH:12][cH:13]2)[cH:14][cH:15][cH:16]1.[OH2:49]>>[NH:1]([c:2]1[cH:3][c:4]([C:5](=[O:6])[NH:7][c:8]2[cH:9][cH:10][cH:11][cH:12][cH:13]2)[cH:14][cH:15][cH:16]1)[c:20]1[cH:19][c:18]([Cl:17])[cH:23][c:22]([Cl:24])[cH:21]1. The reactants are N1(C=CC=C1)C=1C=C(C=CC1)NC1=C(C=C(C=C1)[N+](=O)[O-])[N+](=O)[O-] (N-(3-(1-Pyrrolyl)phenyl)-2-nitro-4-nitroaniline), O1C(=CC=C1)B(O)O (2-furanylboronic acid). Yields the product N1(C=CC=C1)C=1C=C(C=CC1)NC1=C(C=C(C=C1)C=1OC=CC1)[N+](=O)[O-] (N-(3-(1-Pyrrolyl)phenyl)-4-(2-furanyl)-2-nitroaniline). The yield is 83.0%. RXN SMILES: [N:1]1([C:6]2[CH:7]=[C:8]([NH:12][C:13]3[CH:18]=[CH:17][C:16]([N+]([O-])=O)=[CH:15][C:14]=3[N+:22]([O-:24])=[O:23])[CH:9]=[CH:10][CH:11]=2)[CH:5]=[CH:4][CH:3]=[CH:2]1.[O:25]1[CH:29]=[CH:28][CH:27]=[C:26]1B(O)O>>[N:1]1([C:6]2[CH:7]=[C:8]([NH:12][C:13]3[CH:18]=[CH:17][C:16]([C:26]4[O:25][CH:29]=[CH:28][CH:27]=4)=[CH:15][C:14]=3[N+:22]([O-:24])=[O:23])[CH:9]=[CH:10][CH:11]=2)[CH:5]=[CH:4][CH:3]=[CH:2]1. Procedure details: N-(3-(1-Pyrrolyl)phenyl)-4-(2-furanyl)-2-nitroaniline (7n) was prepared analogously from 6k (Example 9) and 2-furanylboronic acid. Yield: 83%. Isolated as a brownish-red oil. Reactants: CCOC(=O)Cc1nc(N)cc(O)n1, O=P(Cl)(Cl)Cl. The product is CCOC(=O)Cc1nc(N)cc(Cl)n1. Reaction SMILES: [NH2:1][c:2]1[n:3][c:4]([CH2:9][C:10](=[O:11])[O:12][CH2:13][CH3:14])[n:5][c:6]([OH:8])[cH:7]1.[P:15]([Cl:16])([Cl:17])([Cl:18])=[O:19]>>[NH2:1][c:2]1[n:3][c:4]([CH2:9][C:10](=[O:11])[O:12][CH2:13][CH3:14])[n:5][c:6]([Cl:17])[cH:7]1. Reactants: C1COCCO1, O=C(c1cn2c3c(cccc13)OCC2C1CCCCC1)C(F)(F)F, Cl, [Na+], [OH-]. The product is O=C(O)c1cn2c3c(cccc13)OCC2C1CCCCC1. As a reaction SMILES: [CH2:28]1[O:29][CH2:30][CH2:31][O:32][CH2:33]1.[CH:1]1([CH:7]2[CH2:8][O:9][c:10]3[c:11]4[n:12]2[cH:13][c:14]([C:19](=[O:20])[C:21]([F:22])([F:23])[F:24])[c:15]4[cH:16][cH:17][cH:18]3)[CH2:2][CH2:3][CH2:4][CH2:5][CH2:6]1.[ClH:27].[Na+:26].[OH-:25]>>[CH:1]1([CH:7]2[CH2:8][O:9][c:10]3[c:11]4[n:12]2[cH:13][c:14]([C:19](=[O:20])[OH:25])[c:15]4[cH:16][cH:17][cH:18]3)[CH2:2][CH2:3][CH2:4][CH2:5][CH2:6]1.